From a dataset of the Open Reaction Database (ORD), a public repository of structured organic reaction records. describe an organic reaction: reactants, conditions, products, and yield The reactants are C(C1=CC=CC=C1)N1S(N=C(N=C1Cl)OC)(=O)=O (2benzyl-3-chloro-5-methoxy-2H-1,2,4,6-thiatriazine-1,1-dioxide), C1=CC(=CC=C1[N+](=O)[O-])O (p-nitrophenol), N1=CC=CC=C1 (pyridine). Solvent: C(Cl)Cl (methylene chloride), C(Cl)Cl (methylene chloride). The product is C(C1=CC=CC=C1)N1S(N=C(N=C1OC1=CC=C(C=C1)[N+](=O)[O-])OC)(=O)=O (2-Benzyl-5-methoxy-3-p-nitrophenoxy-2H-1,2,4,6-thiatriazine-1,1-dioxide). RXN SMILES: [CH2:1]([N:8]1[C:13](Cl)=[N:12][C:11]([O:15][CH3:16])=[N:10][S:9]1(=[O:18])=[O:17])[C:2]1[CH:7]=[CH:6][CH:5]=[CH:4][CH:3]=1.[CH:19]1[C:24]([N+:25]([O-:27])=[O:26])=[CH:23][CH:22]=[C:21]([OH:28])[CH:20]=1.N1C=CC=CC=1>C(Cl)Cl>[CH2:1]([N:8]1[C:13]([O:28][C:21]2[CH:20]=[CH:19][C:24]([N+:25]([O-:27])=[O:26])=[CH:23][CH:22]=2)=[N:12][C:11]([O:15][CH3:16])=[N:10][S:9]1(=[O:18])=[O:17])[C:2]1[CH:7]=[CH:6][CH:5]=[CH:4][CH:3]=1. Reported procedure: A solution of 2benzyl-3-chloro-5-methoxy-2H-1,2,4,6-thiatriazine-1,1-dioxide (3.8 g) in methylene chloride (10 ml) is added dropwise to a stirred mixture of p-nitrophenol (1.7 g) and pyridine (2.4 g) in methylene chloride (20 ml). The reaction mixture is heated to reflux for 3 hours, cooled, washed with 3N aq. HCl and sat'd aq. Na2CO3. The methylene chloride layer is dried, filtered and evaporated in vacuo yielding the desired product as an oil. The reactants are CC(C)(C)[O-], CC(C)(C)[O-], CC(C)(C)[O-], CC(C)(C)[O-], CCC(CC(O)(C=O)C(F)(F)F)c1ccc(F)c(Cl)c1OC, Nc1cc(F)cc2[nH]c(=O)ccc12, [Ti+4]. Yields the product CCC(CC(O)(C=Nc1cc(F)cc2[nH]c(=O)ccc12)C(F)(F)F)c1ccc(F)c(Cl)c1OC. As a reaction SMILES: [CH3:36][C:37]([CH3:38])([O-:39])[CH3:40].[CH3:42][C:43]([CH3:44])([O-:45])[CH3:46].[CH3:47][C:48]([CH3:49])([O-:50])[CH3:51].[CH3:52][C:53]([CH3:54])([O-:55])[CH3:56].[Cl:1][c:2]1[c:3]([O:21][CH3:22])[c:4]([CH:9]([CH2:10][C:11]([CH:12]=[O:13])([C:14]([F:15])([F:16])[F:17])[OH:18])[CH2:19][CH3:20])[cH:5][cH:6][c:7]1[F:8].[NH2:23][c:24]1[c:25]2[cH:26][cH:27][c:28](=[O:35])[nH:29][c:30]2[cH:31][c:32]([F:34])[cH:33]1.[Ti+4:41]>>[Cl:1][c:2]1[c:3]([O:21][CH3:22])[c:4]([CH:9]([CH2:10][C:11]([CH:12]=[N:23][c:24]2[c:25]3[cH:26][cH:27][c:28](=[O:35])[nH:29][c:30]3[cH:31][c:32]([F:34])[cH:33]2)([C:14]([F:15])([F:16])[F:17])[OH:18])[CH2:19][CH3:20])[cH:5][cH:6][c:7]1[F:8]. Starting materials: Cc1c(Cl)nc(Cl)c(=O)n1CC(=O)OCc1ccccc1, CN(C)CC(N)Cc1ccccc1. Yields the product Cc1c(Cl)nc(NC(Cc2ccccc2)CN(C)C)c(=O)n1CC(=O)OCc1ccccc1. RXN SMILES: [Cl:14][c:15]1[c:16]([CH3:34])[n:17]([CH2:23][C:24](=[O:25])[O:26][CH2:27][c:28]2[cH:29][cH:30][cH:31][cH:32][cH:33]2)[c:18](=[O:22])[c:19]([Cl:21])[n:20]1.[NH2:1][CH:2]([CH2:3][N:4]([CH3:5])[CH3:6])[CH2:7][c:8]1[cH:9][cH:10][cH:11][cH:12][cH:13]1>>[NH:1]([CH:2]([CH2:3][N:4]([CH3:5])[CH3:6])[CH2:7][c:8]1[cH:9][cH:10][cH:11][cH:12][cH:13]1)[c:19]1[c:18](=[O:22])[n:17]([CH2:23][C:24](=[O:25])[O:26][CH2:27][c:28]2[cH:29][cH:30][cH:31][cH:32][cH:33]2)[c:16]([CH3:34])[c:15]([Cl:14])[n:20]1.